From a dataset of the Open Reaction Database (ORD), a public repository of structured organic reaction records. describe an organic reaction: reactants, conditions, products, and yield Reactants: C1CCOC1, CNS(=O)(=O)c1ccc(CNC(=O)c2cc(Br)cc3c2cnn3-c2ccc(F)cc2)cc1, CC(=O)[O-], [K+], [Na+], [OH-], O, OO. Yields the product CNS(=O)(=O)c1ccc(CNC(=O)c2cc(O)cc3c2cnn3-c2ccc(F)cc2)cc1. As a reaction SMILES: [CH2:43]1[O:44][CH2:45][CH2:46][CH2:47]1.[CH3:1][NH:2][S:3](=[O:4])(=[O:5])[c:6]1[cH:7][cH:8][c:9]([CH2:10][NH:11][C:12](=[O:13])[c:14]2[c:15]3[cH:16][n:17][n:18](-[c:24]4[cH:25][cH:26][c:27]([F:30])[cH:28][cH:29]4)[c:19]3[cH:20][c:21]([Br:23])[cH:22]2)[cH:31][cH:32]1.[CH3:34][C:35]([O-:36])=[O:37].[K+:33].[Na+:42].[OH-:41].[OH2:40].[OH:38][OH:39]>>[CH3:1][NH:2][S:3](=[O:4])(=[O:5])[c:6]1[cH:7][cH:8][c:9]([CH2:10][NH:11][C:12](=[O:13])[c:14]2[c:15]3[cH:16][n:17][n:18](-[c:24]4[cH:25][cH:26][c:27]([F:30])[cH:28][cH:29]4)[c:19]3[cH:20][c:21]([OH:36])[cH:22]2)[cH:31][cH:32]1. Starting materials: CC1=CC2=C(C=C1)NC3=CC4=C(C=C3C2=O)NC5=C(C4=O)C=C(C=C5)C (C.I. pigment red 122), zirconia, CC1=CC=C(C=C1)S(=O)(=O)NC2=C3C(=CC(=C2)S(=O)(=O)[O-])C=C(/C(=N/NC4=C(C=CC(=C4)Cl)OC5=CC=CC=C5)/C3=O)S(=O)(=O)[O-].[Na+].[Na+] (acid red 249), [OH-].[Na+] (sodium hydroxide). Run in O (water), O (water), O (water), O (water), O (water). Conditions: time 5 hour. Product: C1=CC=C2C(=C1)C(=O)C3=CC4=C(C=C3N2)C(=O)C5=CC=CC=C5N4 (Quinacridone). RXN SMILES: C[C:2]1[CH:7]=[CH:6][C:5]2[NH:8][C:9]3[C:14]([C:15](=[O:16])[C:4]=2[CH:3]=1)=[CH:13][C:12]1[NH:17][C:18]2[CH:25]=[CH:24][C:23](C)=[CH:22][C:19]=2[C:20](=[O:21])[C:11]=1[CH:10]=3.CC1C=CC(S(NC2C=C(S([O-])(=O)=O)C=C3C=C(S([O-])(=O)=O)/C(/C(=O)C=23)=N/NC2C=C(Cl)C=CC=2OC2C=CC=CC=2)(=O)=O)=CC=1.[Na+].[Na+].[OH-].[Na+]>O>[CH:23]1[CH:22]=[C:19]2[C:20]([C:11]3[C:12]([NH:17][C:18]2=[CH:25][CH:24]=1)=[CH:13][C:14]1[C:15]([C:4]2[C:5]([NH:8][C:9]=1[CH:10]=3)=[CH:6][CH:7]=[CH:2][CH:3]=2)=[O:16])=[O:21] |f:1.2.3,4.5|. Procedure: 20 g of C.I. pigment red 122 having an average primary particle diameter of 90 nm (in which the content of metal ion having a valence of at least 2 was 450 ppm), 4 g of a commercially available dye C.I. acid red 249 and 110 g of deionized water were mixed, a 1% by weight sodium hydroxide aqueous solution was added so as to adjust the pH of a mixture liquid to 9.0, and the mixture liquid was dispersed with a paint shaker in the presence of zirconia beads as media for approximately 5 hours, to obt... The reactants are COC=1C=C(C(=O)OC)C=CC1OS(=O)(=O)C(F)(F)F (methyl 3-methoxy-4-{[(trifluoromethyl)sulfonyl]oxy}benzoate), [Br-].N1=C(C=CC=C1)[Zn+] (2-pyridylzinc bromide). The reagents and catalysts are C=1C=CC(=CC1)[P](C=2C=CC=CC2)(C=3C=CC=CC3)[Pd]([P](C=4C=CC=CC4)(C=5C=CC=CC5)C=6C=CC=CC6)([P](C=7C=CC=CC7)(C=8C=CC=CC8)C=9C=CC=CC9)[P](C=1C=CC=CC1)(C=1C=CC=CC1)C=1C=CC=CC1 (tetrakis(triphenylphosphine)palladium(0)). Solvent: C1CCOC1 (THF). Product: COC=1C=C(C(=O)OC)C=CC1C1=NC=CC=C1 (methyl 3-methoxy-4-pyridin-2-ylbenzoate). Reaction SMILES: [CH3:1][O:2][C:3]1[CH:4]=[C:5]([CH:10]=[CH:11][C:12]=1OS(C(F)(F)F)(=O)=O)[C:6]([O:8][CH3:9])=[O:7].[Br-].[N:22]1[CH:27]=[CH:26][CH:25]=[CH:24][C:23]=1[Zn+]>C1C=CC([P]([Pd]([P](C2C=CC=CC=2)(C2C=CC=CC=2)C2C=CC=CC=2)([P](C2C=CC=CC=2)(C2C=CC=CC=2)C2C=CC=CC=2)[P](C2C=CC=CC=2)(C2C=CC=CC=2)C2C=CC=CC=2)(C2C=CC=CC=2)C2C=CC=CC=2)=CC=1.C1COCC1>[CH3:1][O:2][C:3]1[CH:4]=[C:5]([CH:10]=[CH:11][C:12]=1[C:23]1[CH:24]=[CH:25][CH:26]=[CH:27][N:22]=1)[C:6]([O:8][CH3:9])=[O:7] |f:1.2,^1:32,34,53,72|. Procedure: To 300 mL of degassed THF was added methyl 3-methoxy-4-{[(trifluoromethyl)sulfonyl]oxy}benzoate (20.95 g, 66.7 mmol), 2-pyridylzinc bromide (200 mL of 0.5M solution in THF, 100 mmol), and tetrakis(triphenylphosphine)palladium(0) (5.00 g, 4.3 mmol). The mixture was degassed with argon for an additional 30 minutes and heated at reflux under an argon atmosphere overnight. The reaction mixture was cooled to rt and concentrated in vacuo. The resultant brown residue was partitioned between EtOAc (1500... The reactants are C([O-])([O-])=O.[K+].[K+] (potassium carbonate), BrCCCCCCCCC (1-bromononane), BrC1=CC=C(C=C1)O (4-bromophenol). Yields the product BrC1=CC=C(C=C1)OCCCCCCCCC (1-Bromo-4-nonoxybenzene). RXN SMILES: C(=O)([O-])[O-].[K+].[K+].Br[CH2:8][CH2:9][CH2:10][CH2:11][CH2:12][CH2:13][CH2:14][CH2:15][CH3:16].[Br:17][C:18]1[CH:23]=[CH:22][C:21]([OH:24])=[CH:20][CH:19]=1>>[Br:17][C:18]1[CH:23]=[CH:22][C:21]([O:24][CH2:8][CH2:9][CH2:10][CH2:11][CH2:12][CH2:13][CH2:14][CH2:15][CH3:16])=[CH:20][CH:19]=1 |f:0.1.2|. Procedure: Quantities: anhydrous potassium carbonate (60 g, 0.43 mol), 1-bromononane (45.3 g, 0.22 mol) and 4-bromophenol (34.6 g, 0.2 mol). The experimental procedure was as described in Example 119.